From a dataset of the Open Reaction Database (ORD), a public repository of structured organic reaction records. describe an organic reaction: reactants, conditions, products, and yield Reactants: C[Si](CCO)(C)C (2-(trimethylsilyl)ethanol), C1(=CC=CC=C1)C (toluene), CCOC(=O)C (EtOAc), CC(=O)OCC1=C(N2[C@@H]([C@@H](C2=O)N)SC1)C(=O)O (7-aminocephalosporanic acid), [Cl-].[NH4+] (ammonium chloride). Reagents/catalysts: CN(C1=CC=NC=C1)C (4-dimethylaminopyridine). Yields the product C(C)(C)(C)OC(=O)N[C@@H]1CNCC1 ((S)-(-)-3-(tert-butoxycarbonylamino)pyrrolidine). As a reaction SMILES: C[Si](C)(C)CCO.CC(OCC1CS[C@@H]2[C@H:17](N)[C:18](=O)[N:15]2[C:14]=1[C:23](O)=O)=O.[Cl-].[NH4+:27].CC[O:30][C:31](C)=[O:32].[C:34]1([CH3:40])[CH:39]=CC=C[CH:35]=1>CN(C)C1C=CN=CC=1>[C:34]([O:32][C:31]([NH:27][C@H:17]1[CH2:23][CH2:14][NH:15][CH2:18]1)=[O:30])([CH3:40])([CH3:39])[CH3:35] |f:2.3|. Procedure: To a solution of 2-(trimethylsilyl)ethanol (33 mL) in toluene (80 mL) is added 4-dimethylaminopyridine (0.82 g), under N2. Compound 1 (11.4 g) (prepared in the same manner as Compound 3 in Example 24) is added and the mixture is heated to reflux. Upon completion, the reaction mixture is cooled and saturated ammonium chloride (125 mL) is added, followed by the addition of EtOAc (150 mL). The layers are separated and the EtOAc portion is washed with water (4×50 mL) and brine (2×40 mL), and dried (... The reactants are CCOC(=O)C(C)(C)Sc1ncccc1Br, CC1(C)OB(c2ccc(C#N)c3ccccc23)OC1(C)C, [Na+], [Na+], O=C([O-])[O-], C1COCCO1. Product: CCOC(=O)C(C)(C)Sc1ncccc1-c1ccc(C#N)c2ccccc12. RXN SMILES: [Br:1][c:2]1[c:3]([S:8][C:9]([C:10](=[O:11])[O:12][CH2:13][CH3:14])([CH3:15])[CH3:16])[n:4][cH:5][cH:6][cH:7]1.[CH3:17][C:18]1([CH3:19])[C:20]([CH3:21])([CH3:22])[O:23][B:24]([c:25]2[cH:26][cH:27][c:28]([C:35]#[N:36])[c:29]3[cH:30][cH:31][cH:32][cH:33][c:34]23)[O:37]1.[Na+:38].[Na+:39].[O-:40][C:41](=[O:42])[O-:43].[O:44]1[CH2:45][CH2:46][O:47][CH2:48][CH2:49]1>>[c:2]1(-[c:25]2[cH:26][cH:27][c:28]([C:35]#[N:36])[c:29]3[cH:30][cH:31][cH:32][cH:33][c:34]23)[c:3]([S:8][C:9]([C:10](=[O:11])[O:12][CH2:13][CH3:14])([CH3:15])[CH3:16])[n:4][cH:5][cH:6][cH:7]1.